Dataset: the Open Reaction Database (ORD), a public repository of structured organic reaction records. Task: describe an organic reaction: reactants, conditions, products, and yield The reactants are C(C)(C)(C)OC(NC1=C(C=C(C(=C1)N(C)C)C#CC1=CC=CC=C1)NC(CC(C1=CC(=CC=C1)N1N=NC=C1)=O)=O)=O ({5-dimethylamino-2-[3-oxo-3-(3-[1,2,3]triazol-1-yl-phenyl)-propionylamino]-4-phenylethynyl-phenyl}-carbamic acid tert.-butyl ester), C(=O)(C(F)(F)F)O (TFA). The solvent is C(Cl)Cl (CH2Cl2). The product is CN(C1=CC2=C(NC(CC(=N2)C2=CC(=CC=C2)N2N=NC=C2)=O)C=C1C#CC1=CC=CC=C1)C (7-Dimethylamino-8-phenylethynyl-4-(3-[1,2,3]triazol-1-yl-phenyl)-1,3-dihydro-benzo[b][1,4]diazepin-2-one), solid. RXN SMILES: C(OC(=O)[NH:7][C:8]1[CH:13]=[C:12]([N:14]([CH3:16])[CH3:15])[C:11]([C:17]#[C:18][C:19]2[CH:24]=[CH:23][CH:22]=[CH:21][CH:20]=2)=[CH:10][C:9]=1[NH:25][C:26](=[O:41])[CH2:27][C:28](=O)[C:29]1[CH:34]=[CH:33][CH:32]=[C:31]([N:35]2[CH:39]=[CH:38][N:37]=[N:36]2)[CH:30]=1)(C)(C)C.C(O)(C(F)(F)F)=O>C(Cl)Cl>[CH3:16][N:14]([CH3:15])[C:12]1[C:11]([C:17]#[C:18][C:19]2[CH:24]=[CH:23][CH:22]=[CH:21][CH:20]=2)=[CH:10][C:9]2[NH:25][C:26](=[O:41])[CH2:27][C:28]([C:29]3[CH:34]=[CH:33][CH:32]=[C:31]([N:35]4[CH:39]=[CH:38][N:37]=[N:36]4)[CH:30]=3)=[N:7][C:8]=2[CH:13]=1. Reported procedure: The title compound was prepared from {5-dimethylamino-2-[3-oxo-3-(3-[1,2,3]triazol-1-yl-phenyl)-propionylamino]-4-phenylethynyl-phenyl}-carbamic acid tert.-butyl ester (Example M5) by treatment with TFA in CH2Cl2 according to the general procedure N. Obtained as an orange solid (76 mg). The reactants are C1(CCCCC1)P(C1CCCCC1)C1CCCCC1 (tricyclohexyl phosphine), C(C)(C)(C)OC(NC(C)(C)C1=NC(=CC=C1)Br)=O ([1-(6-bromo-pyridin-2-yl)-1-methyl-ethyl]-carbamic acid tert-butyl ester), C1(CC1)B(O)O (cyclopropyl boronic acid), P(=O)([O-])([O-])[O-].[K+].[K+].[K+] (potassium phosphate). Reagents/catalysts: C(C)(=O)[O-].[Pd+2].C(C)(=O)[O-] (palladium acetate). The solvent is C1(=CC=CC=C1)C (toluene), C1(=CC=CC=C1)C (toluene), O (water). Run at temperature 100 celsius, time 8 hour. Yields the product C(C)(C)(C)OC(NC(C)(C)C1=NC(=CC=C1)C1CC1)=O ([1-(6-cyclopropyl-pyridin-2-yl)-1-methyl-ethyl]-carbamic acid tert-butyl ester). Yield: 49.0%. Reaction SMILES: [C:1]([O:5][C:6](=[O:18])[NH:7][C:8]([C:11]1[CH:16]=[CH:15][CH:14]=[C:13](Br)[N:12]=1)([CH3:10])[CH3:9])([CH3:4])([CH3:3])[CH3:2].[CH:19]1(B(O)O)[CH2:21][CH2:20]1.P([O-])([O-])([O-])=O.[K+].[K+].[K+].C1(P(C2CCCCC2)C2CCCCC2)CCCCC1>C([O-])(=O)C.[Pd+2].C([O-])(=O)C.O.C1(C)C=CC=CC=1>[C:1]([O:5][C:6](=[O:18])[NH:7][C:8]([C:11]1[CH:16]=[CH:15][CH:14]=[C:13]([CH:19]2[CH2:21][CH2:20]2)[N:12]=1)([CH3:10])[CH3:9])([CH3:4])([CH3:3])[CH3:2] |f:2.3.4.5,7.8.9|. Reported procedure: Combine [1-(6-bromo-pyridin-2-yl)-1-methyl-ethyl]-carbamic acid tert-butyl ester (250 mg, 1.16 mmol), cyclopropyl boronic acid (129 mg, 1.5 mmol), potassium phosphate (920 mg, 4.0 mmol), toluene (4.8 mL) and water (0.24 mL). Mix vigorously. Add 1M tricyclohexyl phosphine in toluene (120 μA, 0.12 mmol); degas the mixture, purge with nitrogen, and add palladium acetate 13 mg, (0.06 mmol) and heat at 100° C. for 6 hours, then stir at room temperature overnight. Filter the reaction and purify the fi... The reactants are OCC=1N=CN(C1)C=1C=C2C=C(C(NC2=CC1C(F)(F)F)=O)C(=O)OCC (Ethyl 1,2-dihydro-6-(4-(hydroxymethyl)imidazole-1-yl)-2-oxo-7-trifluoromethylquinoline-3-carboxylate), C1(=CC=CC=C1)N=C=O (phenyl isocyanate). Procedure details: Using the compound of Example 17 (200 mg, 525 μmol) and phenyl isocyanate (93.9 mg, 0.788 mmol), and through the process similar to Example 18, 234 mg of title compound were obtained as colorless powder. Yield 89%. Yields the product O=C1NC2=CC(=C(C=C2C=C1C(=O)OCC)N1C=NC(=C1)COC(NC1=CC=CC=C1)=O)C(F)(F)F (Ethyl 1,2-dihydro-2-oxo-6-(4-((phenylcarbamoyloxy)methyl)imidazole-1-yl)-7-trifluoromethylquinoline-3-carboxylate). Yield: 89.1%. RXN SMILES: [OH:1][CH2:2][C:3]1[N:4]=[CH:5][N:6]([C:8]2[CH:9]=[C:10]3[C:15](=[CH:16][C:17]=2[C:18]([F:21])([F:20])[F:19])[NH:14][C:13](=[O:22])[C:12]([C:23]([O:25][CH2:26][CH3:27])=[O:24])=[CH:11]3)[CH:7]=1.[C:28]1([N:34]=[C:35]=[O:36])[CH:33]=[CH:32][CH:31]=[CH:30][CH:29]=1>>[O:22]=[C:13]1[C:12]([C:23]([O:25][CH2:26][CH3:27])=[O:24])=[CH:11][C:10]2[C:15](=[CH:16][C:17]([C:18]([F:20])([F:21])[F:19])=[C:8]([N:6]3[CH:7]=[C:3]([CH2:2][O:1][C:35](=[O:36])[NH:34][C:28]4[CH:33]=[CH:32][CH:31]=[CH:30][CH:29]=4)[N:4]=[CH:5]3)[CH:9]=2)[NH:14]1. The reactants are resultant mixture, C(#N)[C@H]1CN(CC1)CC1=CC=CC=C1 ((3R)-3-Cyano-1-benzylpyrrolidine), [OH-].[Na+] (sodium hydroxide), FB(F)F (trifluoroboron), C(C)[Mg]Br (ethylmagnesium bromide). The reagents and catalysts are CC([O-])C.CC([O-])C.CC([O-])C.CC([O-])C.[Ti+4] (Titanium(IV) tetraisopropoxide). Run in O1CCCC1 (tetrahydrofuran). Run at time 0.5 hour. The product is NC1(CC1)[C@H]1CN(CC1)CC1=CC=CC=C1 ((3R)-3-(1-Aminocyclopropyl)-1-benzylpyrrolidine). Reaction SMILES: [C:1]([C@@H:3]1[CH2:7][CH2:6][N:5]([CH2:8][C:9]2[CH:14]=[CH:13][CH:12]=[CH:11][CH:10]=2)[CH2:4]1)#[N:2].[CH2:15]([Mg]Br)[CH3:16].FB(F)F.[OH-].[Na+]>O1CCCC1.CC(C)[O-].CC(C)[O-].CC(C)[O-].CC(C)[O-].[Ti+4]>[NH2:2][C:1]1([C@@H:3]2[CH2:7][CH2:6][N:5]([CH2:8][C:9]3[CH:14]=[CH:13][CH:12]=[CH:11][CH:10]=3)[CH2:4]2)[CH2:16][CH2:15]1 |f:3.4,6.7.8.9.10|. Procedure details: (3R)-3-Cyano-1-benzylpyrrolidine (1.40 g) was dissolved in tetrahydrofuran (21.0 mL) under an argon atmosphere. Titanium(IV) tetraisopropoxide (2.40 mL) and ethylmagnesium bromide (5.00 mL, 3 mol/L solution in ether) were added to the solution at room temperature. After 0.5 h, trifluoroboron.diethyl ether complex (1.90 mL) was added dropwise to the mixture, and the resultant mixture was stirred at room temperature. After 4 h, 2 mol/L aqueous sodium hydroxide (30 mL) was added to the reaction mix...